Task: describe an organic reaction: reactants, conditions, products, and yield. Dataset: the Open Reaction Database (ORD), a public repository of structured organic reaction records Reactants: CCOC(=O)C (EtOAc), COC(C1=C(C=CC=C1[N+](=O)[O-])C(C)=O)=O (2-acetyl-6-nitro-benzoic acid methyl ester), BrC1(C(NC(NC1=O)=O)=O)Br (5,5-dibromobarbituric acid). Run in hexanes, C1CCOC1 (THF). The product is COC(C1=C(C=CC=C1[N+](=O)[O-])C(CBr)=O)=O (2-(2-bromoacetyl)-6-nitro-benzoic acid methyl ester). As a reaction SMILES: [CH3:1][O:2][C:3](=[O:16])[C:4]1[C:9]([N+:10]([O-:12])=[O:11])=[CH:8][CH:7]=[CH:6][C:5]=1[C:13](=[O:15])[CH3:14].[Br:17]C1(Br)C(=O)NC(=O)NC1=O.CCOC(C)=O>C1COCC1>[CH3:1][O:2][C:3](=[O:16])[C:4]1[C:9]([N+:10]([O-:12])=[O:11])=[CH:8][CH:7]=[CH:6][C:5]=1[C:13](=[O:15])[CH2:14][Br:17]. Reported procedure: The mixture of 2-acetyl-6-nitro-benzoic acid methyl ester (8.20 g, 36.7 mmol, Step C) and 5,5-dibromobarbituric acid (7.35 g, 25.7 mmol) in 200 mL of THF was heated to reflux under N2 for 64 h. The solvents were removed, and the residue was partitioned between EtOAc and Na2CO3(aq). The organic portion was dried over MgSO4, filtered, condensed, and the titled compound was obtained as a white solid after flash column chromatography (5 to 20% of EtOAc in hexanes). Starting materials: CC(=O)OC(C)=O, Cc1ncc2n1-c1ccc(Cl)cc1C(c1ccccc1F)NC2, c1ccncc1. Yields the product CC(=O)N1Cc2cnc(C)n2-c2ccc(Cl)cc2C1c1ccccc1F. Reaction SMILES: [CH3:24][C:25](=[O:26])[O:27][C:28](=[O:29])[CH3:30].[Cl:1][c:2]1[cH:3][cH:4][c:5]2[c:6]([cH:23]1)[CH:7]([c:16]1[c:17]([F:22])[cH:18][cH:19][cH:20][cH:21]1)[NH:8][CH2:9][c:10]1[n:11]-2[c:12]([CH3:15])[n:13][cH:14]1.[cH:31]1[cH:32][cH:33][n:34][cH:35][cH:36]1>>[Cl:1][c:2]1[cH:3][cH:4][c:5]2[c:6]([cH:23]1)[CH:7]([c:16]1[c:17]([F:22])[cH:18][cH:19][cH:20][cH:21]1)[N:8]([C:25]([CH3:24])=[O:26])[CH2:9][c:10]1[n:11]-2[c:12]([CH3:15])[n:13][cH:14]1.